describe an organic reaction: reactants, conditions, products, and yield From a dataset of the Open Reaction Database (ORD), a public repository of structured organic reaction records. Reactants: O=C([O-])[O-], CS(C)=O, O=C(O)c1ccccc1I(=O)=O, [Na+], [Na+], CCC(O)(c1ccccc1)C(O)c1ccccc1. The product is CCC(O)(C(=O)c1ccccc1)c1ccccc1. RXN SMILES: [C:31](=[O:32])([O-:33])[O-:34].[CH3:37][S:38]([CH3:39])=[O:40].[I:1]([c:2]1[cH:3][cH:4][cH:5][cH:6][c:7]1[C:8]([OH:9])=[O:10])(=[O:11])=[O:12].[Na+:35].[Na+:36].[c:13]1([CH:19]([C:20]([CH2:21][CH3:22])([OH:23])[c:24]2[cH:25][cH:26][cH:27][cH:28][cH:29]2)[OH:30])[cH:14][cH:15][cH:16][cH:17][cH:18]1>>[c:13]1([C:19]([C:20]([CH2:21][CH3:22])([OH:23])[c:24]2[cH:25][cH:26][cH:27][cH:28][cH:29]2)=[O:30])[cH:14][cH:15][cH:16][cH:17][cH:18]1. The reactants are BrCc1ccccc1, CC(=O)N1C(C(=O)OCc2ccccc2)Cc2c([nH]c3ccccc23)C1CC12CC3CC(CC(C3)C1)C2, CCOC(C)=O, [H-], [Na+], CN(C)C=O. The product is CC(=O)N1C(C(=O)OCc2ccccc2)Cc2c(n(Cc3ccccc3)c3ccccc23)C1CC12CC3CC(CC(C3)C1)C2. RXN SMILES: [Br:40][CH2:41][c:42]1[cH:43][cH:44][cH:45][cH:46][cH:47]1.[C:1]([CH3:2])(=[O:3])[N:4]1[CH:5]([CH2:27][C:28]23[CH2:29][CH:30]4[CH2:31][CH:32]([CH2:33][CH:34]([CH2:35]2)[CH2:36]4)[CH2:37]3)[c:6]2[nH:7][c:8]3[cH:9][cH:10][cH:11][cH:12][c:13]3[c:14]2[CH2:15][CH:16]1[C:17](=[O:18])[O:19][CH2:20][c:21]1[cH:22][cH:23][cH:24][cH:25][cH:26]1.[CH3:53][CH2:54][O:55][C:56](=[O:57])[CH3:58].[H-:38].[Na+:39].[O:48]=[CH:49][N:50]([CH3:51])[CH3:52]>>[C:1]([CH3:2])(=[O:3])[N:4]1[CH:5]([CH2:27][C:28]23[CH2:29][CH:30]4[CH2:31][CH:32]([CH2:33][CH:34]([CH2:35]2)[CH2:36]4)[CH2:37]3)[c:6]2[n:7]([CH2:41][c:42]3[cH:43][cH:44][cH:45][cH:46][cH:47]3)[c:8]3[cH:9][cH:10][cH:11][cH:12][c:13]3[c:14]2[CH2:15][CH:16]1[C:17](=[O:18])[O:19][CH2:20][c:21]1[cH:22][cH:23][cH:24][cH:25][cH:26]1. Reaction SMILES: Cl[C:2]1[N:7]2[N:8]=[CH:9][CH:10]=[C:6]2[N:5]=[C:4]([NH:11][C:12](=[O:23])[C:13]2[CH:18]=[CH:17][C:16]([C:19]([OH:22])([CH3:21])[CH3:20])=[CH:15][CH:14]=2)[CH:3]=1.[NH:24]1[CH2:29][CH2:28][CH:27]([CH2:30][OH:31])[CH2:26][CH2:25]1>CN1C(=O)CCC1.CS(C)=O.CO>[OH:31][CH2:30][CH:27]1[CH2:28][CH2:29][N:24]([C:2]2[N:7]3[N:8]=[CH:9][CH:10]=[C:6]3[N:5]=[C:4]([NH:11][C:12](=[O:23])[C:13]3[CH:18]=[CH:17][C:16]([C:19]([OH:22])([CH3:21])[CH3:20])=[CH:15][CH:14]=3)[CH:3]=2)[CH2:25][CH2:26]1. Reagents/catalysts: CS(=O)C (DMSO). Starting materials: ClC1=CC(=NC=2N1N=CC2)NC(C2=CC=C(C=C2)C(C)(C)O)=O (N-(7-chloropyrazolo[1,5-a]pyrimidin-5-yl)-4-(2-hydroxypropan-2-yl)benzamide), N1CCC(CC1)CO (piperidin-4-ylmethanol). The solvent is CN1CCCC1=O (NMP), CO (methanol). Yield: 89.0%. Reported procedure: A solution of N-(7-chloropyrazolo[1,5-a]pyrimidin-5-yl)-4-(2-hydroxypropan-2-yl)benzamide (2D, 50 mg, 0.151 mmol) and piperidin-4-ylmethanol (35 mg, 0.302 mmol) in NMP (0.950 mL) was stirred at 85° C. overnight. After cooling to room temperature, the mixture was diluted with a few drops of DMSO and methanol, and was then purified by preparatory HPLC, 20-50% (MeCN/H2O gradient+0.01% TFA). Lyophilization of the combined fractions gave the titled compound as a white solid (55 mg, 89%). 1H NMR (400 ... Yields the product OCC1CCN(CC1)C1=CC(=NC=2N1N=CC2)NC(C2=CC=C(C=C2)C(C)(C)O)=O (N-(7-(4-(hydroxymethyl)piperidin-1-yl)pyrazolo[1,5-a]pyrimidin-5-yl)-4-(2-hydroxypropan-2-yl)benzamide). Reactants: [Cl-].[NH4+] (ammonium chloride), solution, C[Mg]Cl (methylmagnesium chloride), COC1=CC=C(C=C1)C(C(F)(F)F)=O (4′-methoxy-2,2,2-trifluoroacetophenone). Run in CCOCC (ether), CCOCC (ether). Reaction conditions: time 5 hour. Yields the product FC(C(C)(O)C1=CC=C(C=C1)OC)(F)F (1,1,1-trifluoro-2-(4-methoxyphenyl)-2-propanol). As a reaction SMILES: [CH3:1][Mg]Cl.[CH3:4][O:5][C:6]1[CH:11]=[CH:10][C:9]([C:12](=[O:17])[C:13]([F:16])([F:15])[F:14])=[CH:8][CH:7]=1.[Cl-].[NH4+]>CCOCC>[F:16][C:13]([F:15])([F:14])[C:12]([C:9]1[CH:10]=[CH:11][C:6]([O:5][CH3:4])=[CH:7][CH:8]=1)([OH:17])[CH3:1] |f:2.3|. Reported procedure: At −15° C., 18 ml of a 3 M solution of methylmagnesium chloride in ether were added dropwise to a solution of 5.8 g of 4′-methoxy-2,2,2-trifluoroacetophenone in 35 ml of ether, and the mixture was stirred at room temperature for 5 h. The reaction solution was hydrolysed with aqueous ammonium chloride and extracted with ether. The extract was dried and to give the title product as a colourless oil, which was reacted further without any purification. The reactants are N1=CC=CC=C1 (pyridine), N1(CCCC1)C=CC(=O)OCC (ethyl 3-(pyrrolidin-1-yl)acrylate), FC(C(F)F)(F)N(C)C (1,1,2,2-tetrafluoroethyldimethylamine), B(F)(F)F (BF3), B(F)(F)F (BF3), [OH-].[Na+] (sodium hydroxide), CNN (methylhydrazine). The solvent is O (water), O1CCOCC1 (dioxane), C(C)OCC (diethyl ether), O1CCOCC1 (dioxane), O (water). Reaction conditions: time 5 minute. Product: FC(C1=NN(C=C1C(=O)O)C)F (3-Difluoromethyl-1-methylpyrazole-4-carboxylic acid), FC(C1=C(C=NN1C)C(=O)O)F (5-difluoromethyl-1-methylpyrazole-4-carboxylic acid). As a reaction SMILES: F[C:2]([N:7]([CH3:9])C)(F)[CH:3]([F:5])[F:4].B(F)(F)F.N1C=CC=CC=1.[N:20]1([CH:25]=[CH:26][C:27]([O:29]CC)=[O:28])CCC[CH2:21]1.[OH-].[Na+].CNN>C(OCC)C.O1CCOCC1.O>[F:5][CH:3]([F:4])[C:2]1[C:26]([C:27]([OH:29])=[O:28])=[CH:25][N:20]([CH3:21])[N:7]=1.[F:4][CH:3]([F:5])[C:2]1[N:7]([CH3:9])[N:20]=[CH:25][C:26]=1[C:27]([OH:29])=[O:28] |f:4.5|. Procedure details: To a solution of 1,1,2,2-tetrafluoroethyldimethylamine (3.2 g, 22 mmol) in diethyl ether (10 ml) and dioxane (10 ml) was added dropwise, under a nitrogen atmosphere, at a temperature of from 0 to 5° C., a solution of BF3-etherate (49% BF3, 5.6 ml, 44 mmol). After the addition had ended, the reaction mixture was stirred for 5 min. Subsequently, pyridine (1.7 g, 22 mmol) and a solution of ethyl 3-(pyrrolidin-1-yl)acrylate (2.9 g, 20 mmol) in dioxane (2 ml) were successively added dropwise to the r... The reactants are CCOC(=O)[C@@H]1N(C(CC1)=O)C(=O)OC(C)(C)C ((R)-5-oxopyrrolidine-1,2-dicarboxylic acid 1-tert-butyl ester 2-ethyl ester), [Mg] (magnesium), BrC1=C(C=C(C=C1)F)F (1-bromo-2,4-difluorobenzene), O (Water). Solvent: O1CCCC1 (tetrahydrofuran), O1CCCC1 (tetrahydrofuran). Run at time 1 hour. The product is C(C)(C)(C)OC(=O)N[C@@H](C(=O)OCC)CCC(=O)C1=C(C=C(C=C1)F)F (ethyl (R)-2-tert-butoxycarbonylamino-5-(2,4-difluorophenyl)-5-oxopentanoate). As a reaction SMILES: [Mg].[CH3:2][CH2:3][O:4][C:5]([C@H:7]1[CH2:11][CH2:10][C:9](=[O:12])[N:8]1[C:13]([O:15][C:16]([CH3:19])([CH3:18])[CH3:17])=[O:14])=[O:6].O.Br[C:22]1[CH:27]=[CH:26][C:25]([F:28])=[CH:24][C:23]=1[F:29]>O1CCCC1>[C:16]([O:15][C:13]([NH:8][C@H:7]([CH2:11][CH2:10][C:9]([C:22]1[CH:27]=[CH:26][C:25]([F:28])=[CH:24][C:23]=1[F:29])=[O:12])[C:5]([O:4][CH2:3][CH3:2])=[O:6])=[O:14])([CH3:19])([CH3:18])[CH3:17]. Procedure: To a suspension of magnesium (736 mg) in tetrahydrofuran (20 mL), 1-bromo-2,4-difluorobenzene (3.42 mL) was added dropwise at 45° C. over five minutes, and the reaction solution was stirred at room temperature for one hour. This solution was added dropwise to a solution of (R)-5-oxopyrrolidine-1,2-dicarboxylic acid 1-tert-butyl ester 2-ethyl ester (6.0 g) in tetrahydrofuran (50 mL) at −40° C. over 20 minutes, and the reaction solution was stirred at −40° C. to 0° C. for one hour. Water was added... The reactants are NC=1C=C(C(=O)OC)C=CC1Cl (Methyl 3-amino-4-chlorobenzoate), C(C)(=O)OCC (Ethyl acetate), C(C)OCC (diethyl ether), BrN1C(CCC1=O)=O (N-bromosuccinimide). Solvent: CN(C=O)C (N,N-dimethylformamide). Conditions: temperature 0 celsius, time 30 minute. Product: NC=1C(=CC(=C(C(=O)OC)C1)Br)Cl (Methyl 5-amino-2-bromo-4-chlorobenzoate). The yield is 92.1%. RXN SMILES: [NH2:1][C:2]1[CH:3]=[C:4]([CH:9]=[CH:10][C:11]=1[Cl:12])[C:5]([O:7][CH3:8])=[O:6].[Br:13]N1C(=O)CCC1=O.C(OCC)(=O)C.C(OCC)C>CN(C)C=O>[NH2:1][C:2]1[C:11]([Cl:12])=[CH:10][C:9]([Br:13])=[C:4]([CH:3]=1)[C:5]([O:7][CH3:8])=[O:6]. Reported procedure: Methyl 3-amino-4-chlorobenzoate (Reference Compound No. 9, 12.0 g, 64.7 mmol) was dissolved in N,N-dimethylformamide (250 mL), and after cooling down to 0° C., N-bromosuccinimide (11.5 g, 64.6 mmol) was added thereto, and then the reaction mixture was stirred under argon atmosphere at room temperature for 30 minutes. Ethyl acetate (200 mL) and diethyl ether (200 mL) were added to the reaction mixture and then the whole was washed with 1% aqueous sodium hyposulfite solution (500 mL). The aqueous ... Reactants: C(C)(C)(C)OC(=O)N1C[C@H](CCC1)N1C=C(C(C2=CC(=CC=C12)C=1C=NC(=CC1C=1SC=C(N1)C(F)(F)F)NC(=O)NCC)=O)C(=O)OCC ((S)-ethyl 1-(1-(tert-butoxycarbonyl)piperidin-3-yl)-6-(6-(3-ethylureido)-4-(4-(trifluoromethyl)thiazol-2-yl)pyridin-3-yl)-4-oxo-1,4-dihydroquinoline -3-carboxylate), C(=O)(O)[O-].[Na+] (NaHCO3), Cl (HCl), O1CCOCC1 (dioxane). The solvent is ClCCl (dichloromethane), O (water), CO (methanol). Conditions: time 1 hour. Product: C(C)NC(NC1=CC(=C(C=N1)C=1C=C2C(C(=CN(C2=CC1)[C@@H]1CNCCC1)C(=O)OCC)=O)C=1SC=C(N1)C(F)(F)F)=O ((S)-ethyl 6-(6-(3-ethylureido)-4-(4-(trifluoromethyl)thiazol-2-yl)pyridin-3-yl)-4-oxo-1-(piperidin-3-yl)-1,4-dihydroquinoline-3-carboxylate). Isolated yield 72.1%. RXN SMILES: C(OC([N:8]1[CH2:13][CH2:12][CH2:11][C@H:10]([N:14]2[C:23]3[C:18](=[CH:19][C:20]([C:24]4[CH:25]=[N:26][C:27]([NH:39][C:40]([NH:42][CH2:43][CH3:44])=[O:41])=[CH:28][C:29]=4[C:30]4[S:31][CH:32]=[C:33]([C:35]([F:38])([F:37])[F:36])[N:34]=4)=[CH:21][CH:22]=3)[C:17](=[O:45])[C:16]([C:46]([O:48][CH2:49][CH3:50])=[O:47])=[CH:15]2)[CH2:9]1)=O)(C)(C)C.Cl.O1CCOCC1.C([O-])(O)=O.[Na+]>ClCCl.CO.O>[CH2:43]([NH:42][C:40](=[O:41])[NH:39][C:27]1[N:26]=[CH:25][C:24]([C:20]2[CH:19]=[C:18]3[C:23](=[CH:22][CH:21]=2)[N:14]([C@H:10]2[CH2:11][CH2:12][CH2:13][NH:8][CH2:9]2)[CH:15]=[C:16]([C:46]([O:48][CH2:49][CH3:50])=[O:47])[C:17]3=[O:45])=[C:29]([C:30]2[S:31][CH:32]=[C:33]([C:35]([F:38])([F:37])[F:36])[N:34]=2)[CH:28]=1)[CH3:44] |f:3.4|. Procedure: (S)-ethyl 1-(1-(tert-butoxycarbonyl)piperidin-3-yl)-6-(6-(3-ethylureido)-4-(4-(trifluoromethyl)thiazol-2-yl)pyridin-3-yl)-4-oxo-1,4-dihydroquinoline -3-carboxylate (Example 259, 5.00 g, 7.00 mmol) was taken up in dichloromethane (10 mL) and 4M HCl in dioxane (0.486 mL, 13.99 mmol) was added while stirring at RT for 1 h. Removed solvent in vaccuo and residue was taken back up in methanol and water. The reaction was neutralized using NaHCO3 and a precipitate was collected, washed with ether and dr... Reactants: CCOCCO, Nc1ccc(Sc2ccccn2)c(Cl)c1, COc1cc2c(Cl)c(C#N)cnc2cc1F, Cl, c1ccncc1. Product: COc1cc2c(Nc3ccc(Sc4ccccn4)c(Cl)c3)c(C#N)cnc2cc1F. As a reaction SMILES: [CH3:39][CH2:40][O:41][CH2:42][CH2:43][OH:44].[Cl:17][c:18]1[cH:19][c:20]([NH2:31])[cH:21][cH:22][c:23]1[S:24][c:25]1[n:26][cH:27][cH:28][cH:29][cH:30]1.[Cl:1][c:2]1[c:3]([C:15]#[N:16])[cH:4][n:5][c:6]2[cH:7][c:8]([F:14])[c:9]([O:12][CH3:13])[cH:10][c:11]12.[ClH:32].[n:33]1[cH:34][cH:35][cH:36][cH:37][cH:38]1>>[c:2]1([NH:31][c:20]2[cH:19][c:18]([Cl:17])[c:23]([S:24][c:25]3[n:26][cH:27][cH:28][cH:29][cH:30]3)[cH:22][cH:21]2)[c:3]([C:15]#[N:16])[cH:4][n:5][c:6]2[cH:7][c:8]([F:14])[c:9]([O:12][CH3:13])[cH:10][c:11]12.